Dataset: the Open Reaction Database (ORD), a public repository of structured organic reaction records. Task: describe an organic reaction: reactants, conditions, products, and yield RXN SMILES: [CH2:17]([CH3:18])[c:19]1[c:20]([I:27])[n:21][c:22]([C:24](=[O:25])[OH:26])[nH:23]1.[NH2:1][CH:2]1[CH:3]([O:15][CH3:16])[CH2:4][N:5]([C:8](=[O:9])[O:10][C:11]([CH3:12])([CH3:13])[CH3:14])[CH2:6][CH2:7]1.[OH:28][n:29]1[c:30]2[c:31]([cH:32][cH:33][cH:34][cH:35]2)[n:36][n:37]1>>[NH:1]([CH:2]1[CH:3]([O:15][CH3:16])[CH2:4][N:5]([C:8](=[O:9])[O:10][C:11]([CH3:12])([CH3:13])[CH3:14])[CH2:6][CH2:7]1)[C:24]([c:22]1[n:21][c:20]([I:27])[c:19]([CH2:17][CH3:18])[nH:23]1)=[O:25]. The reactants are CCc1[nH]c(C(=O)O)nc1I, COC1CN(C(=O)OC(C)(C)C)CCC1N, On1nnc2ccccc21. The product is CCc1[nH]c(C(=O)NC2CCN(C(=O)OC(C)(C)C)CC2OC)nc1I. Reactants: C=CCCN(C(=O)C=C)c1ccc(OC(F)(F)F)cc1, ClCCl. Product: O=C1C=CCCN1c1ccc(OC(F)(F)F)cc1. As a reaction SMILES: [CH2:1]([CH2:2][CH:3]=[CH2:4])[N:5]([C:6]([CH:7]=[CH2:8])=[O:9])[c:10]1[cH:11][cH:12][c:13]([O:16][C:17]([F:18])([F:19])[F:20])[cH:14][cH:15]1.[Cl:21][CH2:22][Cl:23]>>[CH2:1]1[CH2:2][CH:8]=[CH:7][C:6](=[O:9])[N:5]1[c:10]1[cH:11][cH:12][c:13]([O:16][C:17]([F:18])([F:19])[F:20])[cH:14][cH:15]1. Reactants: C(=O)(O)C1=CC(=C(C=C1C(C)C)S(=O)(=O)N)C(C)C (4-Carboxy-2,5-diisopropylbenzenesulfonamide), [H-].[Al+3].[Li+].[H-].[H-].[H-] (lithium aluminum hydride), Cl (hydrochloric acid). The solvent is CCOCC (ether), CCOCC (ether), O1CCCC1 (tetrahydrofuran), CCOCC (ether). The product is OCC1=CC(=C(C=C1C(C)C)S(=O)(=O)N)C(C)C (4-hydroxymethyl-2,5-diisopropylbenzenesulfonamide). As a reaction SMILES: [C:1]([C:4]1[C:9]([CH:10]([CH3:12])[CH3:11])=[CH:8][C:7]([S:13]([NH2:16])(=[O:15])=[O:14])=[C:6]([CH:17]([CH3:19])[CH3:18])[CH:5]=1)(O)=[O:2].[H-].[Al+3].[Li+].[H-].[H-].[H-].Cl>CCOCC.O1CCCC1>[OH:2][CH2:1][C:4]1[C:9]([CH:10]([CH3:11])[CH3:12])=[CH:8][C:7]([S:13]([NH2:16])(=[O:14])=[O:15])=[C:6]([CH:17]([CH3:19])[CH3:18])[CH:5]=1 |f:1.2.3.4.5.6|. Procedure details: 4-Carboxy-2,5-diisopropylbenzenesulfonamide, 60 parts in 250 parts of ether and 350 parts of tetrahydrofuran is added dropwise to 24 parts of lithium aluminum hydride in 500 parts of ether at a rate where the ether refluxes gently. The reactants are then refluxed for 16 hours. Dilute hydrochloric acid is then added dropwise until the inorganic salts precipitate. The mixture is filtered and dried over sodium sulfate. After filtration and solvent removal there remains 41 parts of 4-hydroxymethyl-2... Starting materials: ClC1=CC=C(C=C1)C(C(C)(C)O)(CC)N1C=CC2=C(C=C(C=C12)F)NC(OC(C)(C)C)=O (tert-butyl 1-(3-(4-chlorophenyl)-2-hydroxy-2-methylpentan-3-yl)-6-fluoro-1H-indol-4-ylcarbamate). Run in C(=O)(C(F)(F)F)O.C(Cl)Cl (TFA DCM). Conditions: time 2 hour. Product: NC1=C2C=CN(C2=CC(=C1)F)C(C(C)(O)C)(CC)C1=CC=C(C=C1)Cl (3-(4-amino-6-fluoro-1H-indol-1-yl)-3-(4-chlorophenyl)-2-methylpentan-2-ol). As a reaction SMILES: [Cl:1][C:2]1[CH:7]=[CH:6][C:5]([C:8]([N:15]2[C:23]3[C:18](=[C:19]([NH:25]C(=O)OC(C)(C)C)[CH:20]=[C:21]([F:24])[CH:22]=3)[CH:17]=[CH:16]2)([CH2:13][CH3:14])[C:9]([OH:12])([CH3:11])[CH3:10])=[CH:4][CH:3]=1>C(O)(C(F)(F)F)=O.C(Cl)Cl>[NH2:25][C:19]1[CH:20]=[C:21]([F:24])[CH:22]=[C:23]2[C:18]=1[CH:17]=[CH:16][N:15]2[C:8]([C:5]1[CH:4]=[CH:3][C:2]([Cl:1])=[CH:7][CH:6]=1)([CH2:13][CH3:14])[C:9]([CH3:11])([OH:12])[CH3:10] |f:1.2|. Procedure details: A mixture of tert-butyl 1-(3-(4-chlorophenyl)-2-hydroxy-2-methylpentan-3-yl)-6-fluoro-1H-indol-4-ylcarbamate (250 mg, 0.543 mmol) and TFA/DCM (V/V=¼, 10 mL) was stirred at room temperature for 2 h. After removing the solvent, the residue was dissolved in ethyl acetate (20 mL), pH value adjusted to 9˜10 with a saturated sodium bicarbonate solution, dried over sodium sulfate, then filtered. After removing the organic solvent, a crude compound was obtained without purification. LC/MS m/z=361.2 [M+H...